Dataset: the Open Reaction Database (ORD), a public repository of structured organic reaction records. Task: describe an organic reaction: reactants, conditions, products, and yield Reactants: CN1CCCC1=O, CO, O=C(O)c1cn(Cc2ccccc2)c2cc(Cl)ccc2c1=O, ClCCl, NCCN. Product: NCCNc1ccc2c(=O)c(C(=O)O)cn(Cc3ccccc3)c2c1. Reaction SMILES: [CH3:30][N:31]1[CH2:32][CH2:33][CH2:34][C:35]1=[O:36].[CH3:37][OH:38].[Cl:1][c:2]1[cH:3][cH:4][c:5]2[c:6](=[O:22])[c:7]([C:19](=[O:20])[OH:21])[cH:8][n:9]([CH2:12][c:13]3[cH:14][cH:15][cH:16][cH:17][cH:18]3)[c:10]2[cH:11]1.[Cl:27][CH2:28][Cl:29].[NH2:23][CH2:24][CH2:25][NH2:26]>>[c:2]1([NH:26][CH2:25][CH2:24][NH2:23])[cH:3][cH:4][c:5]2[c:6](=[O:22])[c:7]([C:19](=[O:20])[OH:21])[cH:8][n:9]([CH2:12][c:13]3[cH:14][cH:15][cH:16][cH:17][cH:18]3)[c:10]2[cH:11]1. Reaction SMILES: [C:1]([CH3:2])([CH3:3])([CH3:4])[O:5][C:6](=[O:7])[N:8]([CH2:9][CH2:10][c:11]1[cH:12][cH:13][c:14](-[c:17]2[cH:18][c:19]([O:29][CH:30]3[CH2:31][CH2:32][CH2:33][CH2:34][CH2:35]3)[c:20]([CH2:23][C:24](=[O:25])[O:26][CH2:27][CH3:28])[cH:21][cH:22]2)[cH:15][cH:16]1)[CH2:36][CH:37]([c:38]1[cH:39][cH:40][cH:41][cH:42][cH:43]1)[OH:44].[CH3:48][CH2:49][OH:50].[ClH:47].[Na+:46].[OH-:45]>>[C:1]([CH3:2])([CH3:3])([CH3:4])[O:5][C:6](=[O:7])[N:8]([CH2:9][CH2:10][c:11]1[cH:12][cH:13][c:14](-[c:17]2[cH:18][c:19]([O:29][CH:30]3[CH2:31][CH2:32][CH2:33][CH2:34][CH2:35]3)[c:20]([CH2:23][C:24](=[O:25])[OH:26])[cH:21][cH:22]2)[cH:15][cH:16]1)[CH2:36][CH:37]([c:38]1[cH:39][cH:40][cH:41][cH:42][cH:43]1)[OH:44]. The product is CC(C)(C)OC(=O)N(CCc1ccc(-c2ccc(CC(=O)O)c(OC3CCCCC3)c2)cc1)CC(O)c1ccccc1. The reactants are CCOC(=O)Cc1ccc(-c2ccc(CCN(CC(O)c3ccccc3)C(=O)OC(C)(C)C)cc2)cc1OC1CCCCC1, CCO, Cl, [Na+], [OH-]. Starting materials: Cl.C1(=CC=CC=C1)N1CNC(C12CCN(CC2)C2CCCC1=CC=CC=C21)=O (1-phenyl-8-(1,2,3,4-tetrahydro-1-naphthyl)-1,3,8-triaza-spiro[4.5]decan-4-one hydrochloride), CI (methyl iodide). The product is Cl.CN1CN(C2(C1=O)CCN(CC2)C2CCCC1=CC=CC=C21)C2=CC=CC=C2 ((RS)-3-Methyl-1-phenyl-8-(1,2,3,4-tetrahydro-naphthalen-1-yl)-1,3,8-triaza-spiro[4.5]decan-4-one hydrochloride). RXN SMILES: [ClH:1].[C:2]1([N:8]2[C:12]3([CH2:17][CH2:16][N:15]([CH:18]4[C:27]5[C:22](=[CH:23][CH:24]=[CH:25][CH:26]=5)[CH2:21][CH2:20][CH2:19]4)[CH2:14][CH2:13]3)[C:11](=[O:28])[NH:10][CH2:9]2)[CH:7]=[CH:6][CH:5]=[CH:4][CH:3]=1.[CH3:29]I>>[ClH:1].[CH3:29][N:10]1[C:11](=[O:28])[C:12]2([CH2:17][CH2:16][N:15]([CH:18]3[C:27]4[C:22](=[CH:23][CH:24]=[CH:25][CH:26]=4)[CH2:21][CH2:20][CH2:19]3)[CH2:14][CH2:13]2)[N:8]([C:2]2[CH:3]=[CH:4][CH:5]=[CH:6][CH:7]=2)[CH2:9]1 |f:0.1,3.4|. Procedure details: The title compound, m.p. 232-234° C. was prepared in accordance with the general method of example 4 from 1-phenyl-8-(1,2,3,4-tetrahydro-1-naphthyl)-1,3,8-triaza-spiro[4.5]decan-4-one hydrochloride (1:1) and methyl iodide. Isolated yield 157.2%. Yields the product O.NCCCCCCCCCNCP(O)(=O)O (N-(9-aminononyl)aminomethanephosphonic acid monohydrate). The reactants are ClCP(O)(=O)O (Chloromethanephosphonic acid), NCCCCCCCCCN (1.9-diaminononane), resultant solution. Procedure: Chloromethanephosphonic acid (4.0 g, 30.6 mmoles) and 1.9-diaminononane (20.1 g, 127.2 mmoles) were dissolved in water (100 cm3) and the resultant solution heated under reflux for 20 hours. The water was then distilled off and methanol (80 cm3) added to the residue. The solid was filtered off, washed with methanol (2×50 cm3) and dried in a vacuum oven at 60° C. for three hours to yield the crude N-(9-aminononyl)aminomethanephosphonic acid monohydrate (6.5 g, 78.5%), having a melting point of 240... As a reaction SMILES: Cl[CH2:2][P:3]([OH:6])(=[O:5])[OH:4].[NH2:7][CH2:8][CH2:9][CH2:10][CH2:11][CH2:12][CH2:13][CH2:14][CH2:15][CH2:16][NH2:17]>O>[OH2:4].[NH2:7][CH2:8][CH2:9][CH2:10][CH2:11][CH2:12][CH2:13][CH2:14][CH2:15][CH2:16][NH:17][CH2:2][P:3]([OH:6])(=[O:5])[OH:4] |f:3.4|. The solvent is O (water). The reactants are C(C=C)OC(C=1C=C(C(=O)O)C=C(C1)[N+](=O)[O-])=O (5-nitro-isophthalic acid 3-allyl ester), ON1C(CCC1=O)=O (N-hydroxysuccinimide), C1CCC(CC1)N=C=NC2CCCCC2 (DCCI). Solvent: ClCCl (dichloromethane). The product is C(C=C)OC(C=1C=C(C(=O)ON2C(CCC2=O)=O)C=C(C1)[N+](=O)[O-])=O (5-nitro-isophthalic acid 1-(2.5-dioxo-pyrrolidin-1-yl) ester 3-allyl ester). The yield is 54.7%. As a reaction SMILES: [CH2:1]([O:4][C:5](=[O:18])[C:6]1[CH:7]=[C:8]([CH:12]=[C:13]([N+:15]([O-:17])=[O:16])[CH:14]=1)[C:9]([OH:11])=[O:10])[CH:2]=[CH2:3].O[N:20]1[C:24](=[O:25])[CH2:23][CH2:22][C:21]1=[O:26].C1CCC(N=C=NC2CCCCC2)CC1>ClCCl>[CH2:1]([O:4][C:5](=[O:18])[C:6]1[CH:7]=[C:8]([CH:12]=[C:13]([N+:15]([O-:17])=[O:16])[CH:14]=1)[C:9]([O:11][N:20]1[C:24](=[O:25])[CH2:23][CH2:22][C:21]1=[O:26])=[O:10])[CH:2]=[CH2:3]. Reported procedure: A solution of 7(a) (10.00 g), N-hydroxysuccinimide (5.04 g) and DCCI (9.03 g) in dichloromethane(400 ml) was stirred at ambient temperature for 3.5 h. The white precipitate which formed was filtered off and the filtrate evaporated under reduced pressure to give a yellow oil. This was purified by flash chromatography eluting with ethyl acetate/hexane (75:25) to give 5-nitro-isophthalic acid 1-(2.5-dioxo-pyrrolidin-1-yl) ester 3-allyl ester (7(b)) as a yellow solid (7.58 g). Reactants: CC(C)(C#CC#CC1=CC=CC=C1)O (2-methyl-6-phenyl-hexa-3,5-diyn-2-ol). Run in C1(=CC=CC=C1)C (toluene). The product is C(#CC#C)C1=CC=CC=C1 (Buta-1,3-diynylbenzene). RXN SMILES: CC(O)([C:4]#[C:5][C:6]#[C:7][C:8]1[CH:13]=[CH:12][CH:11]=[CH:10][CH:9]=1)C>C1(C)C=CC=CC=1>[C:7]([C:8]1[CH:13]=[CH:12][CH:11]=[CH:10][CH:9]=1)#[C:6][C:5]#[CH:4]. Reported procedure: A mixture of 2-methyl-6-phenyl-hexa-3,5-diyn-2-ol (3.8 g, 20.6 mmol) sodium hydride (60%, 83 mg, 2.06 mmol) and toluene (20 ml) was stirred at reflux for 1 hour. The mixture was evaporated. Chromatography on silica gel with petroleum and ethyl acetate (3:1), gave the title compound. Yield 0.54 g (21%). Starting materials: CN(C)S(=O)(=O)Cl, CN(C)c1ccncc1, Cc1nc2c(F)c(F)c3c([nH]c(=O)n3-c3ccc(I)cc3F)c2o1. Product: Cc1nc2c(F)c(F)c3c(c2o1)n(S(=O)(=O)N(C)C)c(=O)n3-c1ccc(I)cc1F. As a reaction SMILES: [CH3:25][N:26]([CH3:27])[S:28](=[O:29])(=[O:30])[Cl:31].[CH3:32][N:33]([c:34]1[cH:35][cH:36][n:37][cH:38][cH:39]1)[CH3:40].[F:1][c:2]1[c:3]([F:24])[c:4]2[c:5]([c:6]3[c:7]1[n:8][c:9]([CH3:11])[o:10]3)[nH:12][c:13](=[O:23])[n:14]2-[c:15]1[c:16]([F:22])[cH:17][c:18]([I:21])[cH:19][cH:20]1>>[F:1][c:2]1[c:3]([F:24])[c:4]2[c:5]([c:6]3[c:7]1[n:8][c:9]([CH3:11])[o:10]3)[n:12]([S:28]([N:26]([CH3:25])[CH3:27])(=[O:29])=[O:30])[c:13](=[O:23])[n:14]2-[c:15]1[c:16]([F:22])[cH:17][c:18]([I:21])[cH:19][cH:20]1.